This data is from the Open Reaction Database (ORD), a public repository of structured organic reaction records. The task is: describe an organic reaction: reactants, conditions, products, and yield The reactants are N1(C=NC=C1)CCOC=1C=C2CCCC(C2=CC1)=O (6-[2-(1H-1-imidazolyl)ethoxy]-1,2,3,4-tetrahydro-1-naphthalenone), C(=O)(O)CON (carboxymethoxyamine), Cl (HCl). The solvent is N1=CC=CC=C1 (pyridine), O (H2O). Product: N1(C=NC=C1)CCOC=1C=C2CCCC(C2=CC1)=NOCC(=O)O ([6-(2-Imidazol-1-yl-ethoxy)-3,4-dihydro-2H-naphthalen-1-ylideneaminooxy]-acetic acid). Isolated yield 43.6%. Reaction SMILES: [N:1]1([CH2:6][CH2:7][O:8][C:9]2[CH:10]=[C:11]3[C:16](=[CH:17][CH:18]=2)[C:15](=O)[CH2:14][CH2:13][CH2:12]3)[CH:5]=[CH:4][N:3]=[CH:2]1.[C:20]([CH2:23][O:24][NH2:25])([OH:22])=[O:21].Cl>N1C=CC=CC=1.O>[N:1]1([CH2:6][CH2:7][O:8][C:9]2[CH:10]=[C:11]3[C:16](=[CH:17][CH:18]=2)[C:15](=[N:25][O:24][CH2:23][C:20]([OH:22])=[O:21])[CH2:14][CH2:13][CH2:12]3)[CH:5]=[CH:4][N:3]=[CH:2]1. Procedure details: A solution of 1.0 g (3.9 mmol) of 6-[2-(1H-1-imidazolyl)ethoxy]-1,2,3,4-tetrahydro-1-naphthalenone in 10 mL of pyridine was treated with 1.02 g (9.3 mmol) of carboxymethoxyamine×0.5 HCl and the solution heated at reflux for 2 days. The solution was diluted with H2O and extracted with EtOAc. On standing, the aqueous phase deposited a solid which was collected and dried. There was obtained 0.56 g (43% yield) of the product as a white solid, mp 193-195° C. The structure was confirmed by NMR and mas...